The task is: describe an organic reaction: reactants, conditions, products, and yield. This data is from the Open Reaction Database (ORD), a public repository of structured organic reaction records. The reactants are CCOC(=O)C(C)C(=O)OCC, Cc1ccccc1, Cc1ccc(S(=O)(=O)N(F)CC(C)(C)C)cc1, [H-], [H][H], [Na+], C1CCOC1. Product: CCOC(=O)C(C)(F)C(=O)OCC. Reaction SMILES: [CH3:1][CH:2]([C:3](=[O:4])[O:5][CH2:6][CH3:7])[C:8](=[O:9])[O:10][CH2:11][CH3:12].[CH3:39][c:40]1[cH:41][cH:42][cH:43][cH:44][cH:45]1.[F:17][N:18]([CH2:19][C:20]([CH3:21])([CH3:22])[CH3:23])[S:24]([c:25]1[cH:26][cH:27][c:28]([CH3:29])[cH:30][cH:31]1)(=[O:32])=[O:33].[H-:13].[H:15][H:16].[Na+:14].[O:34]1[CH2:35][CH2:36][CH2:37][CH2:38]1>>[CH3:1][C:2]([C:3](=[O:4])[O:5][CH2:6][CH3:7])([C:8](=[O:9])[O:10][CH2:11][CH3:12])[F:17]. Starting materials: O=C(Cl)CCC1CCCC1, CCN1C(=O)C(C)(C)c2cc3[nH]c(-c4n[nH]cc4N)nc3cc21. RXN SMILES: [CH:24]1([CH2:29][CH2:30][C:31](=[O:32])[Cl:33])[CH2:25][CH2:26][CH2:27][CH2:28]1.[NH2:1][c:2]1[c:3](-[c:7]2[n:8][c:9]3[c:10]([cH:11][c:12]4[c:16]([cH:17]3)[N:15]([CH2:18][CH3:19])[C:14](=[O:20])[C:13]4([CH3:21])[CH3:22])[nH:23]2)[n:4][nH:5][cH:6]1>>[NH:1]([c:2]1[c:3](-[c:7]2[n:8][c:9]3[c:10]([cH:11][c:12]4[c:16]([cH:17]3)[N:15]([CH2:18][CH3:19])[C:14](=[O:20])[C:13]4([CH3:21])[CH3:22])[nH:23]2)[n:4][nH:5][cH:6]1)[C:31]([CH2:30][CH2:29][CH:24]1[CH2:25][CH2:26][CH2:27][CH2:28]1)=[O:32]. Product: CCN1C(=O)C(C)(C)c2cc3[nH]c(-c4n[nH]cc4NC(=O)CCC4CCCC4)nc3cc21. The reactants are O (Water), ClC1=C(C=NC2=CC(=C(C=C12)OC)OCCCl)C#N (4-chloro-7-(2-chloroethoxy)-6-methoxy-3-quinolinecarbonitrile), O(C1=CC=CC=C1)C1=CC=C(N)C=C1 (4-phenoxyaniline), Cl.N1=CC=CC=C1 (pyridine hydrochloride). The solvent is C(C)OCCO (2-ethoxyethanol). Run at temperature 135 celsius. Product: ClCCOC1=C(C=C2C(=C(C=NC2=C1)C#N)NC1=CC=C(C=C1)OC1=CC=CC=C1)OC (7-(2-chloroethoxy)-6-methoxy-4-(4-phenoxyphenylamino)quinoline-3-carbonitrile). The yield is 78.0%. RXN SMILES: Cl[C:2]1[C:11]2[C:6](=[CH:7][C:8]([O:14][CH2:15][CH2:16][Cl:17])=[C:9]([O:12][CH3:13])[CH:10]=2)[N:5]=[CH:4][C:3]=1[C:18]#[N:19].[O:20]([C:27]1[CH:33]=[CH:32][C:30]([NH2:31])=[CH:29][CH:28]=1)[C:21]1[CH:26]=[CH:25][CH:24]=[CH:23][CH:22]=1.Cl.N1C=CC=CC=1.O>C(OCCO)C>[Cl:17][CH2:16][CH2:15][O:14][C:8]1[CH:7]=[C:6]2[C:11]([C:2]([NH:31][C:30]3[CH:29]=[CH:28][C:27]([O:20][C:21]4[CH:26]=[CH:25][CH:24]=[CH:23][CH:22]=4)=[CH:33][CH:32]=3)=[C:3]([C:18]#[N:19])[CH:4]=[N:5]2)=[CH:10][C:9]=1[O:12][CH3:13] |f:2.3|. Procedure details: Following the procedure of Example 1, a mixture of 3.0 g (0.01 mol) of 4-chloro-7-(2-chloroethoxy)-6-methoxy-3-quinolinecarbonitrile (Boschelli, Diane H.; Ye, Fei; Wang, Yanong D.; Dutia, Minu; Johnson, Steve L.; Wu, Biqi; Miller, Karen; Powell, Dennis W.; Yaczko, Deanna; Young, Mairead; Tischler, Mark; Arndt, Kim; Discafani, Carolyn; Etienne, Carlo; Gibbons, Jay; Grod, Janet; Lucas, Judy; Weber, Jennifer M.; Boschelli, Frank. J. Med. Chem. 2001, 44, 3965-3977), 2.04 g (0.011 mol) of 4-phenoxyan... The reactants are CC(C)(C)C(CBr)=NO, CS(C)=O, O=N[O-], [Na+], O. Yields the product CC(C)(C)C(C[N+](=O)[O-])=NO. RXN SMILES: [Br:5][CH2:6][C:7]([C:8]([CH3:9])([CH3:10])[CH3:11])=[N:12][OH:13].[CH3:15][S:16](=[O:17])[CH3:18].[N:1](=[O:2])[O-:3].[Na+:4].[OH2:14]>>[N+:1](=[O:2])([O-:3])[CH2:6][C:7]([C:8]([CH3:9])([CH3:10])[CH3:11])=[N:12][OH:13]. Starting materials: NC(CCSC)C(=O)O (DL-methionine), S(O)(O)(=O)=O (sulfuric acid), S(=O)(=O)(O)O.C(CC(C(=O)O)N)SSCCC(C(=O)O)N (DL-homocystine sulfate). Solvent: O (water). Run at temperature 135 celsius. The product is NC(CCSC)C(=O)O.S(=O)(=O)([O-])[O-].C[SH2+].C[SH2+] (DL-methionine S-methylsulfonium sulfate). Isolated yield 200.8%. As a reaction SMILES: [NH2:1][CH:2]([C:7]([OH:9])=[O:8])[CH2:3][CH2:4][S:5][CH3:6].[S:10](=[O:14])(=[O:13])([OH:12])[OH:11].S(O)(O)(=O)=O.[CH2:20]([S:27]SCCC(N)C(O)=O)CC(N)C(O)=O>O>[NH2:1][CH:2]([C:7]([OH:9])=[O:8])[CH2:3][CH2:4][S:5][CH3:6].[S:10]([O-:14])([O-:13])(=[O:12])=[O:11].[CH3:20][SH2+:27].[CH3:4][SH2+:5] |f:2.3,5.6.7.8|. Procedure details: A 50 ml capacity glass reaction flask was charged with 5 g (33.56 mmol) of DL-methionine, 30.20 g (302.04 mmol) of concentrated sulfuric acid and 16.4 g of water and then the contents were heated under reflux for 3.5 hours at 135° C. in a stream of nitrogen. The reaction solution was analyzed by liquid chromatography. As a result, it was found that 2.92 g (7.97 mmol) of DL-homocystine sulfate and 4.96 g (16.00 mmol) of DL-methionine-S-methylsulfonium sulfate were formed. The conversion ratio was... Starting materials: C(C)(=O)OCC1=NC(=NO1)C1=CC(=CC=C1)N1C(C2=C(N3CCC[C@H]3C1)N=C(N=C2)SC)=O ((S)-{3-[3-(9-Methylthio-6-oxo-2,3,3a,4-tetrahydro-1H,6H-5,8,10,10b-tetraazabenzo[e]azulen-5-yl)phenyl]-1,2,4-oxadiazol-5-yl}methyl acetate), [OH-].[Na+] (sodium hydroxide). Run in C(C)O (ethanol). Run at temperature 60 celsius, time 2 hour. The product is OCC1=NC(=NO1)C=1C=C(C=CC1)N1C(C2=C(N3CCC[C@H]3C1)N=C(N=C2)SC)=O ((S)-5-[3-(5-hydroxymethyl-1,2,4-oxadiazol-3-yl)phenyl]-9-methylthio-1,2,3,3a,4,5-hexahydro-5,8,10,10b-tetraazabenzo[e]azulen-6-one). Isolated yield 48.8%. Reaction SMILES: C([O:4][CH2:5][C:6]1[O:10][N:9]=[C:8]([C:11]2[CH:16]=[CH:15][CH:14]=[C:13]([N:17]3[CH2:26][C@H:25]4[N:21]([CH2:22][CH2:23][CH2:24]4)[C:20]4[N:27]=[C:28]([S:31][CH3:32])[N:29]=[CH:30][C:19]=4[C:18]3=[O:33])[CH:12]=2)[N:7]=1)(=O)C.[OH-].[Na+]>C(O)C>[OH:4][CH2:5][C:6]1[O:10][N:9]=[C:8]([C:11]2[CH:12]=[C:13]([N:17]3[CH2:26][C@H:25]4[N:21]([CH2:22][CH2:23][CH2:24]4)[C:20]4[N:27]=[C:28]([S:31][CH3:32])[N:29]=[CH:30][C:19]=4[C:18]3=[O:33])[CH:14]=[CH:15][CH:16]=2)[N:7]=1 |f:1.2|. Procedure: (S)-{3-[3-(9-Methylthio-6-oxo-2,3,3a,4-tetrahydro-1H,6H-5,8,10,10b-tetraazabenzo[e]azulen-5-yl)phenyl]-1,2,4-oxadiazol-5-yl}methyl acetate (529 mg, 1.13 mmol) obtained in Step 1 was dissolved in ethanol (6.0 mL), and the mixture was stirred at 60° C. for 2 hours after adding a 3 mol/L aqueous sodium hydroxide solution (4.0 mL). After concentrating the mixture under reduced pressure, water was added to the resulting residue. The precipitated white solid was filtered off, and purified by silica ge...